From a dataset of the Open Reaction Database (ORD), a public repository of structured organic reaction records. describe an organic reaction: reactants, conditions, products, and yield The reactants are [Li]CCCC, C1CCOC1, CCCCCC, C[P+](c1ccccc1)(c1ccccc1)c1ccccc1, [I-], COC(=O)c1cccc(C)c1O. As a reaction SMILES: [CH2:1]([Li:2])[CH2:3][CH2:4][CH3:5].[CH2:45]1[O:46][CH2:47][CH2:48][CH2:49]1.[CH3:39][CH2:40][CH2:41][CH2:42][CH2:43][CH3:44].[CH3:7][P+:8]([c:9]1[cH:10][cH:11][cH:12][cH:13][cH:14]1)([c:15]1[cH:16][cH:17][cH:18][cH:19][cH:20]1)[c:21]1[cH:22][cH:23][cH:24][cH:25][cH:26]1.[I-:6].[OH:27][c:28]1[c:29]([C:30](=[O:31])[O:32][CH3:33])[cH:34][cH:35][cH:36][c:37]1[CH3:38]>>[CH:7](=[P:8]([c:9]1[cH:10][cH:11][cH:12][cH:13][cH:14]1)([c:15]1[cH:16][cH:17][cH:18][cH:19][cH:20]1)[c:21]1[cH:22][cH:23][cH:24][cH:25][cH:26]1)[C:30]([c:29]1[c:28]([OH:27])[c:37]([CH3:38])[cH:36][cH:35][cH:34]1)=[O:31]. Yields the product Cc1cccc(C(=O)C=P(c2ccccc2)(c2ccccc2)c2ccccc2)c1O.